From a dataset of the Open Reaction Database (ORD), a public repository of structured organic reaction records. describe an organic reaction: reactants, conditions, products, and yield Starting materials: CC1(C2=C(C(=CC=C2)P(C3=CC=CC=C3)C4=CC=CC=C4)OC5=C(C=CC=C51)P(C6=CC=CC=C6)C7=CC=CC=C7)C (Xantphos), Pd(II) acetate, ClC1=NC=C(C(=N1)CCC1=C(C=CC=C1)C1(CC1)C(=O)N)Cl (1-(2-(2-(2,5-dichloropyrimidin-4-yl)ethyl)phenyl)cyclopropanecarboxamide), C(=O)([O-])[O-].[Cs+].[Cs+] (Cs2CO3), NC=1C=CC(=NC1)C1CCN(CC1)C(=O)OC(C)(C)C (tert-butyl 4-(5-aminopyridin-2-yl)piperidine-1-carboxylate). Run in O1CCOCC1 (1,4-dioxane). The product is C(N)(=O)C1(CC1)C1=C(CCC2=NC(=NC=C2Cl)NC=2C=CC(=NC2)C2CCN(CC2)C(=O)OC(C)(C)C)C=CC=C1 (tert-Butyl 4-(5-((4-(2-(1-carbamoylcyclopropyl)phenethyl)-5-chloropyrimidin-2-yl)amino)pyridin-2-yl)piperidine-1-carboxylate), oil. Yield: 31.0%. RXN SMILES: Cl[C:2]1[N:7]=[C:6]([CH2:8][CH2:9][C:10]2[CH:15]=[CH:14][CH:13]=[CH:12][C:11]=2[C:16]2([C:19]([NH2:21])=[O:20])[CH2:18][CH2:17]2)[C:5]([Cl:22])=[CH:4][N:3]=1.C([O-])([O-])=O.[Cs+].[Cs+].[NH2:29][C:30]1[CH:31]=[CH:32][C:33]([CH:36]2[CH2:41][CH2:40][N:39]([C:42]([O:44][C:45]([CH3:48])([CH3:47])[CH3:46])=[O:43])[CH2:38][CH2:37]2)=[N:34][CH:35]=1.CC1(C)C2C(=C(P(C3C=CC=CC=3)C3C=CC=CC=3)C=CC=2)OC2C(P(C3C=CC=CC=3)C3C=CC=CC=3)=CC=CC1=2>O1CCOCC1>[C:19]([C:16]1([C:11]2[CH:12]=[CH:13][CH:14]=[CH:15][C:10]=2[CH2:9][CH2:8][C:6]2[C:5]([Cl:22])=[CH:4][N:3]=[C:2]([NH:29][C:30]3[CH:31]=[CH:32][C:33]([CH:36]4[CH2:41][CH2:40][N:39]([C:42]([O:44][C:45]([CH3:48])([CH3:47])[CH3:46])=[O:43])[CH2:38][CH2:37]4)=[N:34][CH:35]=3)[N:7]=2)[CH2:18][CH2:17]1)(=[O:20])[NH2:21] |f:1.2.3|. Reported procedure: A suspension of 1-(2-(2-(2,5-dichloropyrimidin-4-yl)ethyl)phenyl)cyclopropanecarboxamide A14 (0.150 g, 0.446 mmol), Cs2CO3 (0.436 g, 1.34 mmol) and tert-butyl 4-(5-aminopyridin-2-yl)piperidine-1-carboxylate 19 (247 mg, 0.892 mmol) in 1,4-dioxane (3 mL) was sonicated for 10 minutes. Xantphos (10 mg, 18 μmol) and Pd(II) acetate (2.0 mg, 8.9 μmol) were added and the mixture was irradiated in the microwave at 120° C. for 20 minutes. The mixture was adsorbed onto silica gel and purified by column chr... Starting materials: 4h, ClC1=CC=C(C=C1)CCN(CCCN1C(C=2C(C1=O)=CC=CC2)=O)CC (N-[3-[[2-(4-chlorophenyl)ethyl](ethyl)amino]propyl]-phthalimide), O.NN (hydrazine monohydrate). Solvent: CCO (EtOH), CCO (EtOH). Yields the product ClC1=CC=C(C=C1)CCN(CCCN)CC (N-[2-(4-chlorophenyl)ethyl]-N-ethyl-1,3-diaminopropane). The yield is 98.7%. As a reaction SMILES: [Cl:1][C:2]1[CH:7]=[CH:6][C:5]([CH2:8][CH2:9][N:10]([CH2:25][CH3:26])[CH2:11][CH2:12][CH2:13][N:14]2C(=O)C3=CC=CC=C3C2=O)=[CH:4][CH:3]=1.O.NN>CCO>[Cl:1][C:2]1[CH:3]=[CH:4][C:5]([CH2:8][CH2:9][N:10]([CH2:25][CH3:26])[CH2:11][CH2:12][CH2:13][NH2:14])=[CH:6][CH:7]=1 |f:1.2|. Procedure details: To a solution of N-[3-[[2-(4-chlorophenyl)ethyl](ethyl)amino]propyl]-phthalimide (1.41 g, 3.8 mmol) in EtOH (20 ml) was added a solution of hydrazine monohydrate (1.5 g, 30 mmol) in EtOH (5 ml). The solution was stirred at RT for 4h, and then filtered. The filtrate was concentrated under vacuum to dryness. After adding water, the mixture was extracted with chloroform, washed with brine, dried over sodium sulfate, and filtered. Concentrating under vacuum gave N-[2-(4-chlorophenyl)ethyl]-N-ethyl-1... Reactants: BrC1=CC=2CC3=CC(=CC=C3C2C=C1)Br (2,7-dibromofluorene), C1(=CC=CC=C1)NC1=CC=CC2=CC=CC=C12 (N-phenyl-1-naphthylamine). Solvent: C1(=CC=CC=C1)C (toluene). Product: C1(=CC=CC2=CC=CC=C12)N(C1=CC=2CC3=CC(=CC=C3C2C=C1)N(C1=CC=CC=C1)C1=CC=CC2=CC=CC=C12)C1=CC=CC=C1 (N2,N7-di(naphthalen-1-yl)-N2,N7-diphenyl-9H-fluorene-2,7-diamine). RXN SMILES: Br[C:2]1[CH:14]=[CH:13][C:12]2[C:11]3[C:6](=[CH:7][C:8](Br)=[CH:9][CH:10]=3)[CH2:5][C:4]=2[CH:3]=1.[C:16]1([NH:22][C:23]2[C:32]3[C:27](=[CH:28][CH:29]=[CH:30][CH:31]=3)[CH:26]=[CH:25][CH:24]=2)[CH:21]=[CH:20][CH:19]=[CH:18][CH:17]=1>C1(C)C=CC=CC=1>[C:23]1([N:22]([C:16]2[CH:21]=[CH:20][CH:19]=[CH:18][CH:17]=2)[C:2]2[CH:14]=[CH:13][C:12]3[C:11]4[C:6](=[CH:7][C:8]([N:22]([C:23]5[C:32]6[C:27](=[CH:28][CH:29]=[CH:30][CH:31]=6)[CH:26]=[CH:25][CH:24]=5)[C:16]5[CH:21]=[CH:20][CH:19]=[CH:18][CH:17]=5)=[CH:9][CH:10]=4)[CH2:5][C:4]=3[CH:3]=2)[C:32]2[C:27](=[CH:28][CH:29]=[CH:30][CH:31]=2)[CH:26]=[CH:25][CH:24]=1. Procedure: To a 2-liter three-neck round bottom flask was added anhydrous toluene (1000 mL) by cannula. 2,7-dibromofluorene (50.0 g) was added to this flask, then stirred until all dissolved. N-phenyl-1-naphthylamine (81.14 g) was then added. The reaction vessel was purged with a strong nitrogen flow for 30 minutes, followed by the addition of sodium tert-butoxide (44.5 g) by funnel. Tris(dibenzylideneacetone)dipalladium(0) (5.65 g) was added to the reaction. Tri-tert-butyl phosphine (3.75 g) in anhydrous ... Reactants: CCOC(=O)CC(C)(C)C(=O)c1ccc(OCc2ccccc2)cc1, CO. Product: CCOC(=O)CC(C)(C)C(=O)c1ccc(O)cc1. As a reaction SMILES: [CH2:1]([CH3:2])[O:3][C:4]([CH2:5][C:6]([C:7](=[O:8])[c:9]1[cH:10][cH:11][c:12]([O:15][CH2:16][c:17]2[cH:18][cH:19][cH:20][cH:21][cH:22]2)[cH:13][cH:14]1)([CH3:23])[CH3:24])=[O:25].[CH3:26][OH:27]>>[CH2:1]([CH3:2])[O:3][C:4]([CH2:5][C:6]([C:7](=[O:8])[c:9]1[cH:10][cH:11][c:12]([OH:15])[cH:13][cH:14]1)([CH3:23])[CH3:24])=[O:25]. Starting materials: CN1CCC(=O)CC1, C[O-], CO, [Na+], c1ccc(Sc2ccc3[nH]ccc3c2)cc1. The product is CN1CC=C(c2c[nH]c3ccc(Sc4ccccc4)cc23)CC1. RXN SMILES: [CH3:17][N:18]1[CH2:19][CH2:20][C:21](=[O:24])[CH2:22][CH2:23]1.[CH3:25][O-:26].[CH3:28][OH:29].[Na+:27].[c:1]1([S:7][c:8]2[cH:9][c:10]3[cH:11][cH:12][nH:13][c:14]3[cH:15][cH:16]2)[cH:2][cH:3][cH:4][cH:5][cH:6]1>>[c:1]1([S:7][c:8]2[cH:9][c:10]3[c:11]([C:21]4=[CH:20][CH2:19][N:18]([CH3:17])[CH2:23][CH2:22]4)[cH:12][nH:13][c:14]3[cH:15][cH:16]2)[cH:2][cH:3][cH:4][cH:5][cH:6]1. Starting materials: CCCS(=O)(=O)c1nsnc1OC1CC2CC(Cc3ccccn3)C1C2, OCCCC(F)(F)F, [H-], [Na+], C1CCOC1. The product is FC(F)(F)CCCOc1nsnc1OC1CC2CC(Cc3ccccn3)C1C2. RXN SMILES: [CH2:11]([c:12]1[n:13][cH:14][cH:15][cH:16][cH:17]1)[CH:18]1[CH:19]2[CH:20]([O:25][c:26]3[n:27][s:28][n:29][c:30]3[S:31]([CH2:32][CH2:33][CH3:34])(=[O:35])=[O:36])[CH2:21][CH:22]([CH2:23]1)[CH2:24]2.[F:1][C:2]([CH2:3][CH2:4][CH2:5][OH:6])([F:7])[F:8].[H-:9].[Na+:10].[O:37]1[CH2:38][CH2:39][CH2:40][CH2:41]1>>[F:1][C:2]([CH2:3][CH2:4][CH2:5][O:6][c:30]1[c:26]([O:25][CH:20]2[CH:19]3[CH:18]([CH2:11][c:12]4[n:13][cH:14][cH:15][cH:16][cH:17]4)[CH2:23][CH:22]([CH2:21]2)[CH2:24]3)[n:27][s:28][n:29]1)([F:7])[F:8]. Starting materials: N(=O)[O-].[Na+] (sodium nitrite), NC=1C=CC(=NC1)OCC=1N=C(OC1C)C1=CC=CC=C1 (5-amino-2-(5-methyl-2-phenyl-4-oxazolylmethoxy)pyridine), Cl (hydrochloric acid), [I-].[Na+] (sodium iodide), C(O)([O-])=O.[Na+] (sodium hydrogen carbonate). Solvent: O (water), CC(=O)C (acetone), O (water), O (water), O (water). Reaction conditions: time 10 minute. Product: IC=1C=CC(=NC1)OCC=1N=C(OC1C)C1=CC=CC=C1 (5-iodo-2-(5-methyl-2-phenyl-4-oxazolylmethoxy)pyridine). The yield is 67.2%. As a reaction SMILES: N[C:2]1[CH:3]=[CH:4][C:5]([O:8][CH2:9][C:10]2[N:11]=[C:12]([C:16]3[CH:21]=[CH:20][CH:19]=[CH:18][CH:17]=3)[O:13][C:14]=2[CH3:15])=[N:6][CH:7]=1.Cl.N([O-])=O.[Na+].[I-:27].[Na+].C(=O)([O-])O.[Na+]>CC(C)=O.O>[I:27][C:2]1[CH:3]=[CH:4][C:5]([O:8][CH2:9][C:10]2[N:11]=[C:12]([C:16]3[CH:21]=[CH:20][CH:19]=[CH:18][CH:17]=3)[O:13][C:14]=2[CH3:15])=[N:6][CH:7]=1 |f:2.3,4.5,6.7|. Procedure: To a solution of 5-amino-2-(5-methyl-2-phenyl-4-oxazolylmethoxy)pyridine (7.10 g) in acetone (200 ml)-water (50 ml) was added dropwise concentrated hydrochloric acid (7.46 g) under ice cooling, and then solution of sodium nitrite (1.83 ) in water (10 ml) was added dropwise. The mixture was stirred for 10 minutes. To the mixture was added a solution of sodium iodide (4.40 g) in water (20 ml) under ice cooling. The mixture was stirred at 15°-20° C. for 2 hours. To the reaction mixture was added wa...